Dataset: the Open Reaction Database (ORD), a public repository of structured organic reaction records. Task: describe an organic reaction: reactants, conditions, products, and yield Reagents/catalysts: [Pd] (palladium black). Procedure: 3.01 Grams of Z-Asn-Leu-OEt was dissolved in 50 ml of methanol and 7.4 ml of 1N-HCl, the solution was subjected to catalytical reduction in the presence of 500 mg of palladium black at a room temperature, under an atmospheric pressure to obtain H-Asn-Leu-OEt.HCl. Solvent: CO (methanol). As a reaction SMILES: [NH:1](C(OCC1C=CC=CC=1)=O)[C@H:2]([C:7]([NH:9][C@H:10]([C:15]([O:17][CH2:18][CH3:19])=[O:16])[CH2:11][CH:12]([CH3:14])[CH3:13])=[O:8])[CH2:3][C:4](=[O:6])[NH2:5].[ClH:30]>CO.[Pd]>[NH2:1][C@H:2]([C:7]([NH:9][C@H:10]([C:15]([O:17][CH2:18][CH3:19])=[O:16])[CH2:11][CH:12]([CH3:14])[CH3:13])=[O:8])[CH2:3][C:4](=[O:6])[NH2:5].[ClH:30] |f:4.5|. Reactants: N([C@@H](CC(N)=O)C(=O)N[C@@H](CC(C)C)C(=O)OCC)C(=O)OCC1=CC=CC=C1 (Z-Asn-Leu-OEt), Cl (HCl). The product is N[C@@H](CC(N)=O)C(=O)N[C@@H](CC(C)C)C(=O)OCC.Cl (H-Asn-Leu-OEt.HCl). Starting materials: COc1ccc(Cl)cc1, NCc1ccccc1. The product is COc1ccc(NCc2ccccc2)cc1. RXN SMILES: [Cl:1][c:2]1[cH:3][cH:4][c:5]([O:8][CH3:9])[cH:6][cH:7]1.[NH2:10][CH2:11][c:12]1[cH:13][cH:14][cH:15][cH:16][cH:17]1>>[c:2]1([NH:10][CH2:11][c:12]2[cH:13][cH:14][cH:15][cH:16][cH:17]2)[cH:3][cH:4][c:5]([O:8][CH3:9])[cH:6][cH:7]1.